Dataset: the Open Reaction Database (ORD), a public repository of structured organic reaction records. Task: describe an organic reaction: reactants, conditions, products, and yield The reactants are C(C(C)C)O (iso-butanol), N1=CC=CC=C1 (pyridine), BrC(C(=O)Br)C (2-bromopropionyl bromide). Solvent: C(C)OCC (diethyl ether), C(C)OCC (diethyl ether). Reaction conditions: time 16 hour. Yields the product BrC(C(=O)OCC(C)C)C (Iso-butyl 2-bromopropionate). RXN SMILES: [CH2:1]([OH:5])[CH:2]([CH3:4])[CH3:3].N1C=CC=CC=1.[Br:12][CH:13]([CH3:17])[C:14](Br)=[O:15]>C(OCC)C>[Br:12][CH:13]([CH3:17])[C:14]([O:5][CH2:1][CH:2]([CH3:4])[CH3:3])=[O:15]. Reported procedure: To a mixture of iso-butanol and 1.0 equivalent of pyridine in dry diethyl ether was added dropwise 1.3 equivalents of 2-bromopropionyl bromide at 0° C. After stirring at room temperature for 16 hours, the reaction was diluted with diethyl ether, washed with 1N HCl, water, aqueous NaHCO3, brine and dried over magnesium sulfate or sodium sulfate. Removal of the solvents at reduced pressure gave the title compound as a clear oil. The reactants are ClC1=C(C=CC=C1)C=1C2=C(N(C(C1C(=O)OCC)=O)C)SC(=C2)CC (ethyl 4-(2-chlorophenyl)-6,7-dihydro-2-ethyl-7-methyl-6-oxothieno[2,3-b]pyridine-5-carboxylate), [OH-].[K+] (KOH), C(C)O (ethanol), Cl (HCl). Solvent: O (water). Run at temperature 80 celsius. Product: ClC1=C(C=CC=C1)C=1C2=C(N(C(C1C(=O)O)=O)C)SC(=C2)CC (4-(2-chlorophenyl)-6,7-dihydro-2-ethyl-7-methyl-6-oxothieno[2,3-b]pyridine-5-carboxylic acid). Isolated yield 89.4%. As a reaction SMILES: [Cl:1][C:2]1[CH:7]=[CH:6][CH:5]=[CH:4][C:3]=1[C:8]1[C:9]2[CH:23]=[C:22]([CH2:24][CH3:25])[S:21][C:10]=2[N:11]([CH3:20])[C:12](=[O:19])[C:13]=1[C:14]([O:16]CC)=[O:15].[OH-].[K+].C(O)C.Cl>O>[Cl:1][C:2]1[CH:7]=[CH:6][CH:5]=[CH:4][C:3]=1[C:8]1[C:9]2[CH:23]=[C:22]([CH2:24][CH3:25])[S:21][C:10]=2[N:11]([CH3:20])[C:12](=[O:19])[C:13]=1[C:14]([OH:16])=[O:15] |f:1.2|. Reported procedure: A mixture of ethyl 4-(2-chlorophenyl)-6,7-dihydro-2-ethyl-7-methyl-6-oxothieno[2,3-b]pyridine-5-carboxylate (1.10 g), KOH (0.49 g) and 80% ethanol (10 ml) was heated at 80° C. for 20 minutes and water was added. Then, the mixture was made acidic with 2N HCl and extracted with ethyl acetate. The extract was washed with water and dried over MgSO4, and then the solvent was distilled off. To the residue was added hexane to obtain 4-(2-chlorophenyl)-6,7-dihydro-2-ethyl-7-methyl-6-oxothieno[2,3-b]pyri... The reactants are COC(CC1=CC(=CC=C1)OC1=C(C=C(C=C1)C(F)(F)F)CNC)=O ([3-(2-methylaminomethyl-4-trifluoromethyl-phenoxy)-phenyl]-acetic acid methyl ester), ClC(=O)OCC1=CC=CC=C1 (benzyl chloroformate). Yields the product COC(CC1=CC(=CC=C1)OC1=C(C=C(C=C1)C(F)(F)F)CN(C)C(=O)OCC1=CC=CC=C1)=O ((3-{2-[(Benzyloxycarbonyl-methyl-amino)-methyl]-4-trifluoromethyl-phenoxy}-phenyl)-acetic acid methyl ester). Reaction SMILES: [CH3:1][O:2][C:3](=[O:25])[CH2:4][C:5]1[CH:10]=[CH:9][CH:8]=[C:7]([O:11][C:12]2[CH:17]=[CH:16][C:15]([C:18]([F:21])([F:20])[F:19])=[CH:14][C:13]=2[CH2:22][NH:23][CH3:24])[CH:6]=1.Cl[C:27]([O:29][CH2:30][C:31]1[CH:36]=[CH:35][CH:34]=[CH:33][CH:32]=1)=[O:28]>>[CH3:1][O:2][C:3](=[O:25])[CH2:4][C:5]1[CH:10]=[CH:9][CH:8]=[C:7]([O:11][C:12]2[CH:17]=[CH:16][C:15]([C:18]([F:20])([F:19])[F:21])=[CH:14][C:13]=2[CH2:22][N:23]([C:27]([O:29][CH2:30][C:31]2[CH:36]=[CH:35][CH:34]=[CH:33][CH:32]=2)=[O:28])[CH3:24])[CH:6]=1. Procedure details: Prepared according to the procedure described in Example 3, Step 3, using the following starting materials: [3-(2-methylaminomethyl-4-trifluoromethyl-phenoxy)-phenyl]-acetic acid methyl ester and benzyl chloroformate. Isolated yield 64.2%. Reaction SMILES: [Cl-].[OH:2][NH3+:3].[OH-].[Na+].[CH3:6][O:7][CH2:8][C:9]([C:11]1[CH:16]=[CH:15][CH:14]=[CH:13][CH:12]=1)=O>C(O)C>[CH3:6][O:7][CH2:8][C:9](=[N:3][OH:2])[C:11]1[CH:16]=[CH:15][CH:14]=[CH:13][CH:12]=1 |f:0.1,2.3|. Reported procedure: A mixture of hydroxylammonium chloride (10.0 g, 144 mmol) and sodium hydroxide (6.0 g, 150 mmol) in absolute ethanol (200 ml) was stirred for 1 h. The precipitated sodium chloride was filtered off and 2-methoxyacetophenone (10.0 g, 67 mmol) was added to the filtrate. The mixture was heated at reflux for 30 min. The precipitated compound was collected and recrystallised from n-heptane/ethanol 9/1 to give 7.1 g 2-methoxyacetophenone oxime. Starting materials: [Cl-].O[NH3+] (hydroxylammonium chloride), [OH-].[Na+] (sodium hydroxide), COCC(=O)C1=CC=CC=C1 (2-methoxyacetophenone). Conditions: time 1 hour. Yields the product COCC(C1=CC=CC=C1)=NO (2-methoxyacetophenone oxime). The solvent is C(C)O (ethanol). Reactants: CN(C(C)C\C=C\C1=CC(=C(C=C1)Cl)Cl)C(=O)OC(C)(C)C ((4E)-N-methyl-N-(tert-butoxycarbonyl)-5-(3,4-dichlorophenyl)-4-penten-2-amine), FC(C(=O)O)(F)F (trifluoroacetic acid). Solvent: C1(=CC=CC=C1)OC (anisole). Reaction conditions: temperature 2.5 celsius, time 1.5 hour. Product: CNC(C)C\C=C\C1=CC(=C(C=C1)Cl)Cl ((4E)-N-Methyl-5-(3,4-dichlorophenyl)-4-penten-2-amine). Yield: 98.1%. Reaction SMILES: [CH3:1][N:2](C(OC(C)(C)C)=O)[CH:3]([CH2:5]/[CH:6]=[CH:7]/[C:8]1[CH:13]=[CH:12][C:11]([Cl:14])=[C:10]([Cl:15])[CH:9]=1)[CH3:4].FC(F)(F)C(O)=O>C1(OC)C=CC=CC=1>[CH3:1][NH:2][CH:3]([CH2:5]/[CH:6]=[CH:7]/[C:8]1[CH:13]=[CH:12][C:11]([Cl:14])=[C:10]([Cl:15])[CH:9]=1)[CH3:4]. Reported procedure: Under a nitrogen atmosphere, a cold (0-5° C.), stirring solution of (4E)-N-methyl-N-(tert-butoxycarbonyl)-5-(3,4-dichlorophenyl)-4-penten-2-amine (1.38 g, 4.01 mmol) in anisole (20 mL) was treated drop-wise over 45 min with trifluoroacetic acid (20.72 g, 181.7 mmol). The resulting solution was stirred for 1.5 h at 0-5° C. The solution was then concentrated by rotary evaporation followed by further drying under high vacuum. The resulting residue was cooled (0-5° C.), basified with 10% NaOH soluti...